Task: describe an organic reaction: reactants, conditions, products, and yield. Dataset: the Open Reaction Database (ORD), a public repository of structured organic reaction records The reactants are C=1C=CC2=C(C1)N=NN2O (HOBt), C(C)(C)N(CC)C(C)C (diisopropylethylamine), N1(N=NN=C1)C1=CC=C(OCC[C@H]2[C@H](C2)C2CCNCC2)C=C1 (4-((1R,2S)-2-{2-[4-(1H-tetrazol-1-yl)phenoxy]ethyl}cyclopropyl)piperidine), C1(CCCCC1)CC(=O)O (cyclohexylacetic acid), C(CCl)Cl (EDC). The solvent is CN(C=O)C (N,N-dimethylformamide). Conditions: time 8 hour. Yields the product C1(CCCCC1)CC(=O)N1CCC(CC1)[C@@H]1[C@@H](C1)CCOC1=CC=C(C=C1)N1N=NN=C1 (1-(cyclohexylacetyl)-4-((1R,2S)-2-{2-[4-(1H-tetrazol-1-yl)phenoxy]ethyl}cyclopropyl) piperidine). Reaction SMILES: [N:1]1([C:6]2[CH:23]=[CH:22][C:9]([O:10][CH2:11][CH2:12][C@@H:13]3[CH2:15][C@@H:14]3[CH:16]3[CH2:21][CH2:20][NH:19][CH2:18][CH2:17]3)=[CH:8][CH:7]=2)[CH:5]=[N:4][N:3]=[N:2]1.[CH:24]1([CH2:30][C:31](O)=[O:32])[CH2:29][CH2:28][CH2:27][CH2:26][CH2:25]1.C(Cl)CCl.C1C=CC2N(O)N=NC=2C=1.C(N(C(C)C)CC)(C)C>CN(C)C=O>[CH:24]1([CH2:30][C:31]([N:19]2[CH2:20][CH2:21][CH:16]([C@H:14]3[CH2:15][C@H:13]3[CH2:12][CH2:11][O:10][C:9]3[CH:8]=[CH:7][C:6]([N:1]4[CH:5]=[N:4][N:3]=[N:2]4)=[CH:23][CH:22]=3)[CH2:17][CH2:18]2)=[O:32])[CH2:29][CH2:28][CH2:27][CH2:26][CH2:25]1. Procedure: To a solution of 23 mg (0.071 mmol) of 4-((1R,2S)-2-{2-[4-(1H-tetrazol-1-yl)phenoxy]ethyl}cyclopropyl)piperidine in 0.6 ml anhydrous N,N-dimethylformamide at ambient temperature was added 0.020 ml (0.14 mmol) cyclohexylacetic acid, followed by 27 mg (0.14 mmol) EDC, 9.6 mg (0.071 mmol) HOBt, and 0.062 ml (0.35 mmol) diisopropylethylamine. The solution was stirred overnight at ambient temperature. The crude in N,N-dimethylformamide was purified directly by reverse phase HPLC (TMC Pro-Pac C18; 30-... Starting materials: O=C(CCCc1ccccc1)N1CCc2nnc(Cl)cc2C1, NN, C1COCCO1, O. Product: NNc1cc2c(nn1)CCN(C(=O)CCCc1ccccc1)C2. As a reaction SMILES: [Cl:1][c:2]1[cH:3][c:4]2[c:5]([n:6][n:7]1)[CH2:8][CH2:9][N:10]([C:12]([CH2:13][CH2:14][CH2:15][c:16]1[cH:17][cH:18][cH:19][cH:20][cH:21]1)=[O:22])[CH2:11]2.[NH2:24][NH2:25].[O:26]1[CH2:27][CH2:28][O:29][CH2:30][CH2:31]1.[OH2:23]>>[c:2]1([NH:24][NH2:25])[cH:3][c:4]2[c:5]([n:6][n:7]1)[CH2:8][CH2:9][N:10]([C:12]([CH2:13][CH2:14][CH2:15][c:16]1[cH:17][cH:18][cH:19][cH:20][cH:21]1)=[O:22])[CH2:11]2. Starting materials: O (water), OCC1=C(C=CC=C1)C(C(=O)NC)OC (2-hydroxymethyl-α-methoxy-N-methyl-phenylacetamide), CN(C=O)C (N,N-dimethylformamide), ClC1=NC=C(C=C1Cl)C(F)(F)F (2,3-dichloro-5-trifluoromethylpyridine), [H-].[Na+] (sodium hydride). Conditions: temperature 0 celsius, time 30 minute. The product is ClC=1C(=NC=C(C1)C(F)(F)F)OCC(C(=O)NC)(OC)C1=CC=CC=C1 ((3-chloro-5-trifluoromethyl-2-pyridyloxymethyl)-α-methoxy-N-methyl-phenylacetamide). Isolated yield 75.0%. Reaction SMILES: OC[C:3]1[CH:8]=[CH:7][CH:6]=[CH:5][C:4]=1[CH:9]([O:14][CH3:15])[C:10]([NH:12][CH3:13])=[O:11].[H-].[Na+].Cl[C:19]1[C:24]([Cl:25])=[CH:23][C:22]([C:26]([F:29])([F:28])[F:27])=[CH:21][N:20]=1.O.CN(C)[CH:33]=[O:34]>>[Cl:25][C:24]1[C:19]([O:34][CH2:33][C:9]([C:4]2[CH:3]=[CH:8][CH:7]=[CH:6][CH:5]=2)([O:14][CH3:15])[C:10]([NH:12][CH3:13])=[O:11])=[N:20][CH:21]=[C:22]([C:26]([F:29])([F:28])[F:27])[CH:23]=1 |f:1.2|. Procedure details: A solution of 2-hydroxymethyl-α-methoxy-N-methyl-phenylacetamide (1.00 g, 4.8 mmol) in N,N-dimethylformamide (5 ml) was stirred at 0° C., and 60% oily sodium hydride (0.19 g, 4.8 mmol) was added thereto. The mixture was stirred at 0° C. for 30 minutes, and then 2,3-dichloro-5-trifluoromethylpyridine (1.24 g, 5.7 mmol) was added. The mixture was stirred at 0° C. for 2 hours, and then ice and water were added in this order. The mixture was extracted with ether, washed with saturated brine and drie... Starting materials: solution, CCCC[N+](CCCC)(CCCC)CCCC.[F-] (TBAF), FC(C1(CN(CCC1)C(=O)OC(C)(C)C)O[Si](C)(C)C)(F)F (tert-butyl 3-(trifluoromethyl)-3-(trimethylsilyloxy)piperidine-1-carboxylate). The solvent is C1CCOC1 (THF), C1CCOC1 (THF). Reaction conditions: time 16 hour. Product: OC1(CN(CCC1)C(=O)OC(C)(C)C)C(F)(F)F (tert-butyl 3-hydroxy-3-(trifluoromethyl)piperidine-1-carboxylate). As a reaction SMILES: CCCC[N+](CCCC)(CCCC)CCCC.[F-].[F:19][C:20]([F:40])([F:39])[C:21]1([O:34][Si](C)(C)C)[CH2:26][CH2:25][CH2:24][N:23]([C:27]([O:29][C:30]([CH3:33])([CH3:32])[CH3:31])=[O:28])[CH2:22]1>C1COCC1>[OH:34][C:21]1([C:20]([F:40])([F:19])[F:39])[CH2:26][CH2:25][CH2:24][N:23]([C:27]([O:29][C:30]([CH3:33])([CH3:31])[CH3:32])=[O:28])[CH2:22]1 |f:0.1|. Procedure details: A 1.0 M solution of TBAF in THF (1 eq) was added to a solution of tert-butyl 3-(trifluoromethyl)-3-(trimethylsilyloxy)piperidine-1-carboxylate (1 eq) in THF (0.2 M). After stirring for 16 h at rt the reaction mixture was concentrated in vacuo. The resulting residue was dissolved in EtOAc, washed with brine, then dried over anhydrous MgSO4, filtered, and concentrated in vacuo. The crude residue was dissolved in CH2Cl2, loaded onto a SiO2 column, and purified by flash chromatography to give tert-b... Starting materials: CCN(C(C)C)C(C)C, CCOC(=O)c1nc(CN)no1, CCOC(C)=O, O=C(O)c1ccc(Cl)s1, Cl, Cl, CN(C)C=O. Product: CCOC(=O)c1nc(CNC(=O)c2ccc(Cl)s2)no1. As a reaction SMILES: [CH2:15]([N:16]([CH:17]([CH3:18])[CH3:19])[CH:20]([CH3:21])[CH3:22])[CH3:23].[CH2:3]([CH3:4])[O:5][C:6](=[O:7])[c:8]1[n:9][c:10]([CH2:13][NH2:14])[n:11][o:12]1.[CH3:38][CH2:39][O:40][C:41]([CH3:42])=[O:43].[Cl:24][c:25]1[cH:26][cH:27][c:28]([C:30](=[O:31])[OH:32])[s:29]1.[ClH:1].[ClH:2].[O:33]=[CH:34][N:35]([CH3:36])[CH3:37]>>[CH2:3]([CH3:4])[O:5][C:6](=[O:7])[c:8]1[n:9][c:10]([CH2:13][NH:14][C:30]([c:28]2[cH:27][cH:26][c:25]([Cl:24])[s:29]2)=[O:31])[n:11][o:12]1. The reactants are solution, C(CCC)[Li] (n-butyllithium), C[Si](N[Si](C)(C)C)(C)C (hexamethyldisilazane), C(C)(=O)OCC (ethyl acetate), CC(=O)C1=CC=C(C=C1)C(F)(F)F (4-trifluoromethylacetophenone), Cl (hydrochloric acid). The solvent is CCCCCC (hexane), O1CCCC1 (tetrahydrofuran), O1CCCC1 (tetrahydrofuran). Run at temperature -78 celsius, time 15 minute. Product: OC(CC(=O)OCC)(C)C1=CC=C(C=C1)C(F)(F)F (Ethyl 3-hydroxy-3-[4-(trifluoromethyl)phenyl]butanoate). As a reaction SMILES: C([Li])CCC.C[Si](C)(C)N[Si](C)(C)C.[C:15]([O:18][CH2:19][CH3:20])(=[O:17])[CH3:16].[CH3:21][C:22]([C:24]1[CH:29]=[CH:28][C:27]([C:30]([F:33])([F:32])[F:31])=[CH:26][CH:25]=1)=[O:23].Cl>CCCCCC.O1CCCC1>[OH:23][C:22]([C:24]1[CH:25]=[CH:26][C:27]([C:30]([F:31])([F:32])[F:33])=[CH:28][CH:29]=1)([CH3:21])[CH2:16][C:15]([O:18][CH2:19][CH3:20])=[O:17]. Reported procedure: 19.9 ml (31.89 mmol) of a 1.6N solution of n-butyllithium in hexane were added dropwise to a solution of 6.7 ml (31.89 mmol) of hexamethyldisilazane in 50 ml of tetrahydrofuran at 0° C., and the mixture was stirred for 15 min and then cooled to −78° C. 3.12 ml (31.89 mmol) of ethyl acetate were added, the mixture was stirred for 1 h and, after addition of 5.00 g (26.57 mmol) of 4-trifluoromethylacetophenone, dissolved in 20 ml of tetrahydrofuran, stirred at −78° C. for a further hour. 1N hydroch... Reactants: C(C)N(C(C)=O)C1=CC(=CC=C1)C=1N=NC(=CC1)Cl (N-ethyl-N-[3-(6-chloro-3-pyridazinyl) phenyl]acetamide), CNC(NN)=S (4-methyl thiosemicarbazide). Run in C(C)O (ethanol). The product is C(C)N(C(C)=O)C1=CC(=CC=C1)C=1C=CC=2N(N1)C(=NN2)NC (N-Ethyl-N[3-[3-(methylamino)-1,2,4-triazolo[4,3-b]pyridazin-6-yl]phenyl]acetamide). Yield: 26.7%. RXN SMILES: [CH2:1]([N:3]([C:7]1[CH:12]=[CH:11][CH:10]=[C:9]([C:13]2[N:14]=[N:15][C:16](Cl)=[CH:17][CH:18]=2)[CH:8]=1)[C:4](=[O:6])[CH3:5])[CH3:2].[CH3:20][NH:21][C:22](=S)[NH:23][NH2:24]>C(O)C>[CH2:1]([N:3]([C:7]1[CH:12]=[CH:11][CH:10]=[C:9]([C:13]2[CH:18]=[CH:17][C:16]3[N:15]([C:22]([NH:21][CH3:20])=[N:23][N:24]=3)[N:14]=2)[CH:8]=1)[C:4](=[O:6])[CH3:5])[CH3:2]. Reported procedure: A solution of 7.0 g N-ethyl-N-[3-(6-chloro-3-pyridazinyl) phenyl]acetamide and 5.3 g 4-methyl thiosemicarbazide in 200 ml ethanol was refluxed for 18 hours. The mixture was worked up and the product chromatographed as described in Example 70. Recrystalization of the product fractions from dichloromethone-hexane afforded 2.1 g of yellow crystals, mp 193°-195° C. Starting materials: CC(=CC[C@H](C1=CC(=O)C=2C(=CC=C(C2C1=O)O)O)O)C (shikonin), C1(CCCCC1)N=C=NC1CCCCC1 (dicyclohexylcarbodiimide), C(C1=CC=CC=C1)(=O)O (benzoic acid). Reagents/catalysts: CN(C1=CC=NC=C1)C (4-dimethylaminopyridine). Run in ClCCl (dichloromethane). Run at time 30 minute. Yields the product C(C1=CC=CC=C1)(=O)OC(CC=C(C)C)C=1C(C2=C(C=CC(=C2C(C1)=O)O)O)=O (2-(1-benzoyloxy-4-methyl-3-pentenyl)-5,8-dihydroxy-1,4-naphthoquinone). Isolated yield 29.8%. Reaction SMILES: [CH3:1][C:2]([CH3:21])=[CH:3][CH2:4][C@@H:5]([OH:20])[C:6]1[C:16](=[O:17])[C:15]2[C:14]([OH:18])=[CH:13][CH:12]=[C:11]([OH:19])[C:10]=2[C:8](=[O:9])[CH:7]=1.C1(N=C=NC2CCCCC2)CCCCC1.[C:37](O)(=[O:44])[C:38]1[CH:43]=[CH:42][CH:41]=[CH:40][CH:39]=1>CN(C)C1C=CN=CC=1.ClCCl>[C:37]([O:20][CH:5]([C:6]1[C:16](=[O:17])[C:15]2[C:10]([C:8](=[O:9])[CH:7]=1)=[C:11]([OH:19])[CH:12]=[CH:13][C:14]=2[OH:18])[CH2:4][CH:3]=[C:2]([CH3:21])[CH3:1])(=[O:44])[C:38]1[CH:43]=[CH:42][CH:41]=[CH:40][CH:39]=1. Procedure details: 288 mg (1 mmole) of shikonin, 226 mg (1.1 mmole) of dicyclohexylcarbodiimide and 30 mg (0.25 mmole) of 4-dimethylaminopyridine were dissolved in 3 ml of dry dichloromethane. To the resulting solution was added 122 mg (1 mmole) of benzoic acid at 0° C. under nitrogen gas, and the mixture was stirred for 30 minutes and then at room temperature for further 3 hours. The resulting product was separated and purified according to the procedures as described in Example 1 to obtain 117 mg (Yield: 30%) of... Starting materials: Cl.Cl.ONC(=N)C1=C2CCC(C2=CC=C1)=NN1C(=NC(=C1)C1=CC=C(C=C1)C)N (1-[4-(N-hydroxyamidino)-2,3-dihydro-1H-inden-1-ylideneamino]-2-amino-4-(4-tolyl)-imidazole dihydrochloride). Reagents/catalysts: [Ni] (Raney nickel). Solvent: CO.O (methanol water). Product: Cl.Cl.C(N)(=N)C1=C2CCC(C2=CC=C1)=NN1C(=NC(=C1)C1=CC=C(C=C1)C)N (1-[4-(Amidino)-2,3-dihydro-1H-inden-1-ylideneamino]-2-amino-4-(4-tolyl)-imidazole dihydrochloride). As a reaction SMILES: [ClH:1].Cl.O[NH:4][C:5]([C:7]1[CH:15]=[CH:14][CH:13]=[C:12]2[C:8]=1[CH2:9][CH2:10][C:11]2=[N:16][N:17]1[CH:21]=[C:20]([C:22]2[CH:27]=[CH:26][C:25]([CH3:28])=[CH:24][CH:23]=2)[N:19]=[C:18]1[NH2:29])=[NH:6]>[Ni].CO.O>[ClH:1].[ClH:1].[C:5]([C:7]1[CH:15]=[CH:14][CH:13]=[C:12]2[C:8]=1[CH2:9][CH2:10][C:11]2=[N:16][N:17]1[CH:21]=[C:20]([C:22]2[CH:23]=[CH:24][C:25]([CH3:28])=[CH:26][CH:27]=2)[N:19]=[C:18]1[NH2:29])(=[NH:4])[NH2:6] |f:0.1.2,4.5,6.7.8|. Procedure: Analogously to Example 2, 0.2 g of Raney nickel is added to a solution of 0.9 g (1.917 mmol) of 1-[4-(N-hydroxyamidino)-2,3-dihydro-1H-inden-1-ylideneamino]-2-amino-4-(4-tolyl)-imidazole dihydrochloride in 60 ml of methanol/water (1:1), and hydrogenation is carried out at room temperature and under normal pressure until the absorption of hydrogen has ceased. The reaction mixture is then filtered, and the filtrate is acidified to pH 3 with 3N methanolic hydrochloric acid and is concentrated to a ...